Dataset: the Open Reaction Database (ORD), a public repository of structured organic reaction records. Task: describe an organic reaction: reactants, conditions, products, and yield The reactants are aromatic nitrogen, N(=O)C1=CC=CC=C1 (nitrosobenzene), C(=S)=S (carbon disulfide). The product is SC=1SC2=C(N1)C=CC=C2 (2-mercaptobenzothiazole). Reaction SMILES: [N:1]([C:3]1[CH:8]=[CH:7][CH:6]=[CH:5][CH:4]=1)=O.[C:9](=[S:11])=[S:10]>>[SH:11][C:9]1[S:10][C:4]2[CH:5]=[CH:6][CH:7]=[CH:8][C:3]=2[N:1]=1. Procedure: It must be considered surprising, that nitrosobenzene can be transformed substantially quantitatively to 2-mercaptobenzothiazole with hydrogen sulfide and carbon disulfide. The reaction may be represented by a summation formula, as follows: ##STR1## However, the reaction is in fact much more complicated and is composed of a great number of individual reactions partly taking place concurrently and partly taking place sequentially. At any rate, it can be stated with certainty that an initial quant... Starting materials: ClC1=CC=C(CNC2=NC3=C(N2C)C=CC(=C3)N(C)C3=NC(=NC=C3)Cl)C=C1 (N2-(4-Chloro-benzyl)-N5-(2-chloro-pyrimidin-4-yl)-1,N5-dimethyl-1H-benzoimidazole-2,5-diamine), NC=1C=CC(=C(C1)S(=O)(=O)N)C (5-amino-2-methyl-benzenesulfonamide). Yields the product Cl.ClC1=CC=C(CNC2=NC3=C(N2C)C=CC(=C3)N(C3=NC(=NC=C3)NC=3C=CC(=C(C3)S(=O)(=O)N)C)C)C=C1 (5-(4-{[2-(4-Chloro-benzylamino)-1-methyl-1H-benzoimidazol-5-yl]-methyl-amino}-pyrimidin-2-ylamino)-2-methyl-benzenesulfonamide hydrochloride). Reaction SMILES: [Cl:1][C:2]1[CH:28]=[CH:27][C:5]([CH2:6][NH:7][C:8]2[N:12]([CH3:13])[C:11]3[CH:14]=[CH:15][C:16]([N:18]([C:20]4[CH:25]=[CH:24][N:23]=[C:22](Cl)[N:21]=4)[CH3:19])=[CH:17][C:10]=3[N:9]=2)=[CH:4][CH:3]=1.[NH2:29][C:30]1[CH:31]=[CH:32][C:33]([CH3:40])=[C:34]([S:36]([NH2:39])(=[O:38])=[O:37])[CH:35]=1>>[ClH:1].[Cl:1][C:2]1[CH:3]=[CH:4][C:5]([CH2:6][NH:7][C:8]2[N:12]([CH3:13])[C:11]3[CH:14]=[CH:15][C:16]([N:18]([CH3:19])[C:20]4[CH:25]=[CH:24][N:23]=[C:22]([NH:29][C:30]5[CH:31]=[CH:32][C:33]([CH3:40])=[C:34]([S:36]([NH2:39])(=[O:37])=[O:38])[CH:35]=5)[N:21]=4)=[CH:17][C:10]=3[N:9]=2)=[CH:27][CH:28]=1 |f:2.3|. Procedure details: The title compound was prepared following the procedure of example one with N2-(4-Chloro-benzyl)-N5-(2-chloro-pyrimidin-4-yl)-1,N5-dimethyl-1H-benzoimidazole-2,5-diamine (103 mg, 0.25 mmol) and 5-amino-2-methyl-benzenesulfonamide (47 mg, 0.25 mmol) as a white solid (106 mg, 71%). 1H NMR (300 MHz, d6-DMSO+NaHCO3) δ 10.17 (br s, 1H), 9.40 (br s, 1H), 8.45 (s, 1H), 7.85 (d, J=6.6 Hz, 1H), 7.62 (m, 2H), 7.49-7.52 (m, 2H), 7.42-7.45 (m, 2H), 7.37 (s, 1H), 7.23-7.31 (m, 4H), 5.75 (m, 1H), 4.72 (d, J=5... Product: COc1ccc(N(C)c2cc(C(F)(F)F)nc3ccccc23)cc1. RXN SMILES: [CH3:16][O:17][c:18]1[cH:19][cH:20][c:21]([NH:22][CH3:23])[cH:24][cH:25]1.[CH3:26][C:27](=[O:28])[OH:29].[Cl:1][c:2]1[cH:3][c:4]([C:12]([F:13])([F:14])[F:15])[n:5][c:6]2[cH:7][cH:8][cH:9][cH:10][c:11]12>>[c:2]1([N:22]([c:21]2[cH:20][cH:19][c:18]([O:17][CH3:16])[cH:25][cH:24]2)[CH3:23])[cH:3][c:4]([C:12]([F:13])([F:14])[F:15])[n:5][c:6]2[cH:7][cH:8][cH:9][cH:10][c:11]12. Reactants: CNc1ccc(OC)cc1, CC(=O)O, FC(F)(F)c1cc(Cl)c2ccccc2n1. Starting materials: [Al+3], O=C(Br)CBr, CC(C)c1ccccc1, [Cl-], [Cl-], [Cl-], ClCCl, O. Product: CC(C)c1ccc(C(=O)CBr)cc1. Reaction SMILES: [Al+3:11].[Br:14][CH2:15][C:16](=[O:17])[Br:18].[CH3:1][CH:2]([CH3:3])[c:4]1[cH:5][cH:6][cH:7][cH:8][cH:9]1.[Cl-:10].[Cl-:12].[Cl-:13].[Cl:20][CH2:21][Cl:22].[OH2:19]>>[CH3:1][CH:2]([CH3:3])[c:4]1[cH:5][cH:6][c:7]([C:16]([CH2:15][Br:14])=[O:17])[cH:8][cH:9]1. The product is C=1(C=NN2C(NC=3C=CC=CC3C21)=O)C(=O)O (Pyrazolo[1,5-c]quinazolin-5(6H)-one-1-carboxylic acid). Run in O (water). Procedure: To 40 g (0.19 mole) of 1-methyl-pyrazolo[1,5-c]quinazolin-5(6H)-one in a rapidly stirring mixture of 350 g of concentrated sulfuric acid and 100 g of acetic acid is added, dropwise a solution of 100 g of chromic acid in 175 g water and 50 g acetic acid. After 12 hours, the reaction is poured into 2 1. of ice water. The reaction mixture is concentrated, cooled and the title compound filtered off and dried. Reactants: S(O)(O)(=O)=O (sulfuric acid), C(C)(=O)O (acetic acid), CC=1C=NN2C(NC=3C=CC=CC3C21)=O (1-methyl-pyrazolo[1,5-c]quinazolin-5(6H)-one), ice water, C(C)(=O)O (acetic acid), [Cr](=O)(=O)(O)O (chromic acid). RXN SMILES: CC1[CH:3]=[N:4][N:5]2[C:14]=1[C:13]1[CH:12]=[CH:11][CH:10]=[CH:9][C:8]=1[NH:7][C:6]2=[O:15].S(=O)(=O)(O)O.[Cr](O)(O)(=O)=O.[C:26]([OH:29])(=[O:28])[CH3:27]>O>[C:27]1([C:26]([OH:29])=[O:28])[CH:3]=[N:4][N:5]2[C:14]=1[C:13]1[CH:12]=[CH:11][CH:10]=[CH:9][C:8]=1[NH:7][C:6]2=[O:15]. Conditions: time 12 hour. Reactants: ClC(Cl)(Cl)Cl, COc1ccc(C[P+](c2ccccc2)(c2ccccc2)c2ccccc2)cc1C, [Cl-], ClCCl, [H-], [Na+], O=Cc1sc(-c2ccc(C(F)(F)F)cc2)nc1COC1CCCCO1. Product: COc1ccc(C=Cc2sc(-c3ccc(C(F)(F)F)cc3)nc2COC2CCCCO2)cc1C. RXN SMILES: [C:61]([Cl:62])([Cl:63])([Cl:64])[Cl:65].[CH3:4][O:5][c:6]1[c:7]([CH3:32])[cH:8][c:9]([CH2:10][P+:11]([c:12]2[cH:13][cH:14][cH:15][cH:16][cH:17]2)([c:18]2[cH:19][cH:20][cH:21][cH:22][cH:23]2)[c:24]2[cH:25][cH:26][cH:27][cH:28][cH:29]2)[cH:30][cH:31]1.[Cl-:3].[Cl:58][CH2:59][Cl:60].[H-:2].[Na+:1].[O:33]1[CH:34]([O:39][CH2:40][c:41]2[n:42][c:43](-[c:48]3[cH:49][cH:50][c:51]([C:54]([F:55])([F:56])[F:57])[cH:52][cH:53]3)[s:44][c:45]2[CH:46]=[O:47])[CH2:35][CH2:36][CH2:37][CH2:38]1>>[CH3:4][O:5][c:6]1[c:7]([CH3:32])[cH:8][c:9]([CH:10]=[CH:46][c:45]2[c:41]([CH2:40][O:39][CH:34]3[O:33][CH2:38][CH2:37][CH2:36][CH2:35]3)[n:42][c:43](-[c:48]3[cH:49][cH:50][c:51]([C:54]([F:55])([F:56])[F:57])[cH:52][cH:53]3)[s:44]2)[cH:30][cH:31]1. The reactants are C(=O)C1=CC=2NC(=CC2O1)C(=O)O (2-Formyl-4H-furo[3,2-b]pyrrole-5-carboxylic acid), Cl.NO (hydroxylamine hydrochloride). Yields the product C(#N)C1=CC=2NC(=CC2O1)C(=O)O (2-Cyano-4H-furo[3,2-b]pyrrole-5-carboxylic acid). RXN SMILES: [CH:1]([C:3]1[O:10][C:9]2[CH:8]=[C:7]([C:11]([OH:13])=[O:12])[NH:6][C:5]=2[CH:4]=1)=O.Cl.[NH2:15]O>>[C:1]([C:3]1[O:10][C:9]2[CH:8]=[C:7]([C:11]([OH:13])=[O:12])[NH:6][C:5]=2[CH:4]=1)#[N:15] |f:1.2|. Reported procedure: 2-Formyl-4H-furo[3,2-b]pyrrole-5-carboxylic acid (see, for example, Krutosikova, A.; Dandarova, M.; Alfoldi, J., Chem. Pap., 48: 268-73 (1994)) was treated with hydroxylamine hydrochloride according to Procedure G.